This data is from the Open Reaction Database (ORD), a public repository of structured organic reaction records. The task is: describe an organic reaction: reactants, conditions, products, and yield Reactants: CC(=O)O, O=C1Nc2ccc(I)cc2C1=O, NNC(=O)c1ccc(O)cc1. Yields the product O=C1Nc2ccc(I)cc2C1=NNC(=O)c1ccc(O)cc1. As a reaction SMILES: [CH3:24][C:25](=[O:26])[OH:27].[I:1][c:2]1[cH:3][c:4]2[c:8]([cH:9][cH:10]1)[NH:7][C:6](=[O:11])[C:5]2=[O:12].[OH:13][c:14]1[cH:15][cH:16][c:17]([C:18](=[O:19])[NH:20][NH2:21])[cH:22][cH:23]1>>[I:1][c:2]1[cH:3][c:4]2[c:8]([cH:9][cH:10]1)[NH:7][C:6](=[O:11])[C:5]2=[N:21][NH:20][C:18]([c:17]1[cH:16][cH:15][c:14]([OH:13])[cH:23][cH:22]1)=[O:19]. Reactants: IC=1N(C=C(N1)CO)C(C1=CC=CC=C1)(C1=CC=CC=C1)C1=CC=CC=C1 (2-iodo-4-hydroxymethyl-1-(triphenylmethyl)imidazole). Reagents/catalysts: [O-2].[O-2].[Mn+4] (manganese dioxide). Solvent: C(Cl)Cl (methylene chloride). Conditions: time 8 hour. Product: IC=1N(C=C(N1)C=O)C(C1=CC=CC=C1)(C1=CC=CC=C1)C1=CC=CC=C1 (2-iodo-4-formyl-1-triphenylmethylimidazole). The yield is 93.8%. As a reaction SMILES: [I:1][C:2]1[N:3]([C:9]([C:22]2[CH:27]=[CH:26][CH:25]=[CH:24][CH:23]=2)([C:16]2[CH:21]=[CH:20][CH:19]=[CH:18][CH:17]=2)[C:10]2[CH:15]=[CH:14][CH:13]=[CH:12][CH:11]=2)[CH:4]=[C:5]([CH2:7][OH:8])[N:6]=1>C(Cl)Cl.[O-2].[O-2].[Mn+4]>[I:1][C:2]1[N:3]([C:9]([C:10]2[CH:15]=[CH:14][CH:13]=[CH:12][CH:11]=2)([C:16]2[CH:17]=[CH:18][CH:19]=[CH:20][CH:21]=2)[C:22]2[CH:27]=[CH:26][CH:25]=[CH:24][CH:23]=2)[CH:4]=[C:5]([CH:7]=[O:8])[N:6]=1 |f:2.3.4|. Reported procedure: The starting material can be prepared in the following manner. A mixture of 2-iodo-4-hydroxymethyl-1-(triphenylmethyl)imidazole (3.264 g, 7.0 mmol) and manganese dioxide (12.17 g, 140 mmol) in methylene chloride (100 mL) was stirred overnight at room temperature and filtered though Celite. The filtrate was concentrated in vacuo to give 2-iodo-4-formyl-1-triphenylmethylimidazole as a white foamy solid (3.05 g, 94%), mp 173-75° C. which was sufficiently pure to be used in the next step without fur... Starting materials: FC1=NC=CC=C1C1=C(C(=CN1)CN(C(OC(C)(C)C)=O)C)F (tert-butyl {[5-(2-fluoropyridin-3-yl)-4-fluoro-1H-pyrrol-3-yl]methyl}methylcarbamate), [H-].[Na+] (sodium hydride), C1COCCOCCOCCOCCO1 (15-Crown-5), ClS(=O)(=O)C1=CC=C(O1)C(=O)OC (methyl 5-(chlorosulfonyl)-2-furoate). Solvent: O1CCCC1 (tetrahydrofuran), O (water), O1CCCC1 (tetrahydrofuran). Conditions: time 15 minute. Yields the product C(C)(C)(C)OC(=O)N(C)CC=1C(=C(N(C1)S(=O)(=O)C1=CC=C(O1)C(=O)OC)C=1C(=NC=CC1)F)F (Methyl 5-{[4-{[(tert-butoxycarbonyl)(methyl)amino]methyl}-3-fluoro-2-(2-fluoropyridin-3-yl)-1H-pyrrol-1-yl]sulfonyl}-2-furoate). Yield: 83.0%. Reaction SMILES: [H-].[Na+].[F:3][C:4]1[C:9]([C:10]2[NH:14][CH:13]=[C:12]([CH2:15][N:16]([CH3:24])[C:17](=[O:23])[O:18][C:19]([CH3:22])([CH3:21])[CH3:20])[C:11]=2[F:25])=[CH:8][CH:7]=[CH:6][N:5]=1.C1OCCOCCOCCOCCOC1.Cl[S:42]([C:45]1[O:49][C:48]([C:50]([O:52][CH3:53])=[O:51])=[CH:47][CH:46]=1)(=[O:44])=[O:43]>O1CCCC1.O>[C:19]([O:18][C:17]([N:16]([CH2:15][C:12]1[C:11]([F:25])=[C:10]([C:9]2[C:4]([F:3])=[N:5][CH:6]=[CH:7][CH:8]=2)[N:14]([S:42]([C:45]2[O:49][C:48]([C:50]([O:52][CH3:53])=[O:51])=[CH:47][CH:46]=2)(=[O:43])=[O:44])[CH:13]=1)[CH3:24])=[O:23])([CH3:21])([CH3:22])[CH3:20] |f:0.1|. Procedure: To a suspension of sodium hydride (60% in oil, 64.3 mg) in tetrahydrofuran (2 mL) was added a solution of tert-butyl {[5-(2-fluoropyridin-3-yl)-4-fluoro-1H-pyrrol-3-yl]methyl}methylcarbamate (400 mg) in tetrahydrofuran (1 mL) at room temperature and the mixture was stirred for 15 min. 15-Crown-5 (354 mg) and methyl 5-(chlorosulfonyl)-2-furoate were added dropwise and the mixture was further stirred at room temperature for 30 min. The reaction mixture was diluted with water, and extracted with et... The reactants are C(=O)C1=CC(=C(C=C1)N=C1N(C2(CS1)CCCC2)C2CCCC2)CC (2-(4-formyl-2-ethylphenylimino)-1-cyclopentyl-3-thia-1-azaspiro[4.4]nonane), C(C)#N (acetonitrile). Product: C(C)C1=C(C=CC(=C1)\C=C\C#N)N=C1N(C2(CS1)CCCC2)C2CCCC2 (2-(2-ethyl-4-((1E)-2-cyanovinyl)phenylimino)-1-cyclopentyl-3-thia-1-azaspiro[4.4]nonane). RXN SMILES: [CH:1]([C:3]1[CH:8]=[CH:7][C:6]([N:9]=[C:10]2[S:14][CH2:13][C:12]3([CH2:18][CH2:17][CH2:16][CH2:15]3)[N:11]2[CH:19]2[CH2:23][CH2:22][CH2:21][CH2:20]2)=[C:5]([CH2:24][CH3:25])[CH:4]=1)=O.[C:26](#[N:28])[CH3:27]>>[CH2:24]([C:5]1[CH:4]=[C:3](/[CH:1]=[CH:27]/[C:26]#[N:28])[CH:8]=[CH:7][C:6]=1[N:9]=[C:10]1[S:14][CH2:13][C:12]2([CH2:18][CH2:17][CH2:16][CH2:15]2)[N:11]1[CH:19]1[CH2:20][CH2:21][CH2:22][CH2:23]1)[CH3:25]. Procedure details: 1-Hydroxymethylcyclopentanamine was prepared according to Method B1c. The 2-hydroxyethylamine was converted to 1-chloromethylcyclopentanamine HCl salt according to Method B7e. 1-Chloromethylcyclopentanamine HCl salt was reacted with 4-cyano-2-ethylphenyl isothiocyanate according to Method C1e to give 2-(4-cyano-2-ethylphenylimino)-3-thia-1-azaspiro[4.4]nonane. The thiazolidine was reacted with cyclopentyl bromide according to Method D2b to give 2-(4-cyano-2-ethylphenylimino)-1-cyclopentyl-3-thia... Reactants: [Li]CCCC (n-BuLi), O (water), S1C(SCCC1)C1=CN=CN1C (5-(1,3-dithian-2-yl)-1-methylimidazole), C1(C=CCO1)=O (γ-crotonolactone). Run in CCCCCC (hexane), C(C)(=O)O (acetic acid), O1CCCC1 (tetrahydrofuran). Reaction conditions: temperature -78 celsius, time 1.5 hour. The product is CN1C=NC=C1C1(SCCCS1)C1CC(=O)OC1 (3-(2-(1-methylimidazol-5-yl)-1,3-dithian-2-yl)butyrolactone). The yield is 27.3%. Reaction SMILES: [S:1]1[CH2:6][CH2:5][CH2:4][S:3][CH:2]1[C:7]1[N:11]([CH3:12])[CH:10]=[N:9][CH:8]=1.[Li]CCCC.[C:18]1(=[O:23])[O:22][CH2:21][CH:20]=[CH:19]1.O>O1CCCC1.CCCCCC.C(O)(=O)C>[CH3:12][N:11]1[C:7]([C:2]2([CH:20]3[CH2:21][O:22][C:18](=[O:23])[CH2:19]3)[S:3][CH2:4][CH2:5][CH2:6][S:1]2)=[CH:8][N:9]=[CH:10]1. Procedure: 6.9 g (40 mmol) of 5-(1,3-dithian-2-yl)-1-methylimidazole are dissolved in 190 ml of tetrahydrofuran and cooled to -78° C. 40 mmol of n-BuLi in 24 ml of hexane are added dropwise to this and, after 30 minutes, at -78° C., 3.8 ml (54 mmol) of γ-crotonolactone are added. After a further 1.5 hours at -78° C., 190 ml of water are added dropwise, and the mixture is warmed to room temperature. It is subsequently acidified with glacial acetic acid, the organic layer is separated off, and the aqueous ph... Starting materials: O=C(Cl)C(=O)Cl, ClCCl, O=C(O)c1ccccc1-c1ccc(C(F)(F)F)cc1, CN(C)C=O. Yields the product O=C(Cl)c1ccccc1-c1ccc(C(F)(F)F)cc1. RXN SMILES: [Cl:25][C:26]([C:27]([Cl:28])=[O:29])=[O:30].[Cl:31][CH2:32][Cl:33].[F:1][C:2]([c:3]1[cH:4][cH:5][c:6](-[c:9]2[c:10]([C:15](=[O:16])[OH:17])[cH:11][cH:12][cH:13][cH:14]2)[cH:7][cH:8]1)([F:18])[F:19].[O:20]=[CH:21][N:22]([CH3:23])[CH3:24]>>[F:1][C:2]([c:3]1[cH:4][cH:5][c:6](-[c:9]2[c:10]([C:15](=[O:16])[Cl:25])[cH:11][cH:12][cH:13][cH:14]2)[cH:7][cH:8]1)([F:18])[F:19]. Procedure details: An amount (61 mg) of 1-fluoro-2-fluoromethyl-3-butyn-2-yl 4-trifluoromethylphenyl ether was dissolved in t-butyl methyl ether (2 ml); to the solution, 1.69 M n-butyllithium (0.148 ml) was added at −70° C. under a nitrogen atmosphere and the mixture was stirred for 10 minutes. To the reaction mixture, 2-cyanoethyl isocyanate (28 mg) was added and the resulting mixture was stirred at −70° C. for 10 minutes. To the reaction mixture, a saturated aqueous solution of ammonium chloride was added, follo... Reaction conditions: time 10 minute. Starting materials: [Cl-].[NH4+] (ammonium chloride), FC(C1=CC=C(C=C1)OC(CF)(C#C)CF)(F)F (1-fluoro-2-fluoromethyl-3-butyn-2-yl 4-trifluoromethylphenyl ether), C(#N)CCN=C=O (2-cyanoethyl isocyanate), C(CCC)[Li] (n-butyllithium). The yield is 54.1%. The product is C(#N)CCNC(C#CC(CF)(OC1=CC=C(C=C1)C(F)(F)F)CF)=O (N-(2-Cyanoethyl)-5-fluoro-4-fluoromethyl-4-(4-trifluoromethylphenoxy)-2-pentynamide). Run in COC(C)(C)C (t-butyl methyl ether). Reaction SMILES: [F:1][C:2]([F:18])([F:17])[C:3]1[CH:8]=[CH:7][C:6]([O:9][C:10]([CH2:15][F:16])([C:13]#[CH:14])[CH2:11][F:12])=[CH:5][CH:4]=1.C([Li])CCC.[C:24]([CH2:26][CH2:27][N:28]=[C:29]=[O:30])#[N:25].[Cl-].[NH4+]>COC(C)(C)C>[C:24]([CH2:26][CH2:27][NH:28][C:29](=[O:30])[C:14]#[C:13][C:10]([CH2:11][F:12])([O:9][C:6]1[CH:7]=[CH:8][C:3]([C:2]([F:17])([F:18])[F:1])=[CH:4][CH:5]=1)[CH2:15][F:16])#[N:25] |f:3.4|.